This data is from the Open Reaction Database (ORD), a public repository of structured organic reaction records. The task is: describe an organic reaction: reactants, conditions, products, and yield The reactants are O=C(n1ccnc1)n1ccnc1, CC(=O)c1csc(C(=O)O)c1, CN(C)C=O, CN(C)c1ccncc1, NC(=O)N1C(=O)Cc2cc(Cl)ccc21, Cl. The product is CC(=O)c1csc(C(=O)C2C(=O)N(C(N)=O)c3ccc(Cl)cc32)c1. As a reaction SMILES: [C:12]([n:13]1[cH:14][cH:15][n:16][cH:17]1)([n:18]1[cH:19][cH:20][n:21][cH:22]1)=[O:23].[C:1]([CH3:2])(=[O:3])[c:4]1[cH:5][c:6]([C:9](=[O:10])[OH:11])[s:7][cH:8]1.[CH3:39][N:40]([CH3:41])[CH:42]=[O:43].[CH3:44][N:45]([c:46]1[cH:47][cH:48][n:49][cH:50][cH:51]1)[CH3:52].[Cl:24][c:25]1[cH:26][c:27]2[c:31]([cH:32][cH:33]1)[N:30]([C:34](=[O:35])[NH2:36])[C:29](=[O:37])[CH2:28]2.[ClH:38]>>[C:1]([CH3:2])(=[O:3])[c:4]1[cH:5][c:6]([C:9](=[O:11])[CH:28]2[c:27]3[cH:26][c:25]([Cl:24])[cH:33][cH:32][c:31]3[N:30]([C:34](=[O:35])[NH2:36])[C:29]2=[O:37])[s:7][cH:8]1. Starting materials: C(C)(=O)C1=C(SC(=C1C)Cl)Cl (3-acetyl-2,5-dichloro-4-methylthiophene), C1(=CC=CC=C1)B(O)O (benzeneboronic acid), C([O-])(O)=O.[Na+] (sodium bicarbonate). Reagents/catalysts: C1=CC=C(C=C1)P(C2=CC=CC=C2)C3=CC=CC=C3.C1=CC=C(C=C1)P(C2=CC=CC=C2)C3=CC=CC=C3.Cl[Pd]Cl (bis(triphenylphosphine)palladium(II)chloride). Solvent: COCCOC (DME). The product is C(C)(=O)C1=C(SC(=C1C)Cl)C1=CC=CC=C1 (3-Acetyl-5-chloro-4-methyl-2-phenylthiophene). Yield: 77.9%. RXN SMILES: [C:1]([C:4]1[C:8]([CH3:9])=[C:7]([Cl:10])[S:6][C:5]=1Cl)(=[O:3])[CH3:2].[C:12]1(B(O)O)[CH:17]=[CH:16][CH:15]=[CH:14][CH:13]=1.C(=O)(O)[O-].[Na+]>COCCOC.C1C=CC(P(C2C=CC=CC=2)C2C=CC=CC=2)=CC=1.C1C=CC(P(C2C=CC=CC=2)C2C=CC=CC=2)=CC=1.Cl[Pd]Cl>[C:1]([C:4]1[C:8]([CH3:9])=[C:7]([Cl:10])[S:6][C:5]=1[C:12]1[CH:17]=[CH:16][CH:15]=[CH:14][CH:13]=1)(=[O:3])[CH3:2] |f:2.3,5.6.7|. Procedure: To a stirred solution of 3-acetyl-2,5-dichloro-4-methylthiophene (0.98 g, 4.69 mmol) in DME (15 mL) were added benzeneboronic acid (0.69 g, 7.09 mmol), a saturated aqueous solution of sodium bicarbonate (5 mL) and bis(triphenylphosphine)palladium(II)chloride (0.39 g, 0.56 mmol) at room temperature under nitrogen. The mixture was heated at reflex temperature for 3 hours. The whole was extracted with diethyl ether (50 mL×2), and the combined organic layers were washed with brine, dried over MgSO4,... Reactants: CS(=O)(=O)O.ClC1=C2C=CC=CC2=C(C2=CC=CC=C12)CNC(C(CO)C)O (((10-Chloro9-anthracenyl)methyl)amino-2-methyl-1,3-propanediol methanesulfonate), N1(C=NC=C1)C1=C2C=CC=CC2=C(C2=CC=CC=C12)C=O (10-(1-H-Imidazol-1-yl)-9-anthracencarbaldehyde), NC(CO)(CO)C (2-amino-2-methyl-1,3-propanediol). Yields the product Cl.N1(C=NC=C1)C1=C2C=CC=CC2=C(C2=CC=CC=C12)CNC(CO)(CO)C (2-(((10-(1H-imidazol-1-yl)-9-anthracenyl)methyl)amino)-2-methyl-1,3-propanediol hydrochloride). RXN SMILES: CS(O)(=O)=O.[Cl:6]C1C2C(=CC=CC=2)C(CNC(O)C(C)CO)=C2C=1C=CC=C2.[N:29]1([C:34]2[C:47]3[C:42](=[CH:43][CH:44]=[CH:45][CH:46]=3)[C:41]([CH:48]=O)=[C:40]3[C:35]=2[CH:36]=[CH:37][CH:38]=[CH:39]3)[CH:33]=[CH:32][N:31]=[CH:30]1.[NH2:50][C:51]([CH3:56])([CH2:54][OH:55])[CH2:52][OH:53]>>[ClH:6].[N:29]1([C:34]2[C:35]3[C:40](=[CH:39][CH:38]=[CH:37][CH:36]=3)[C:41]([CH2:48][NH:50][C:51]([CH3:56])([CH2:54][OH:55])[CH2:52][OH:53])=[C:42]3[C:47]=2[CH:46]=[CH:45][CH:44]=[CH:43]3)[CH:33]=[CH:32][N:31]=[CH:30]1 |f:0.1,4.5|. Procedure details: Using the reductive amination procedure outlined in 2B, 10(1H-imidazol-1-yl)-9-anthracenecarbaldehyde (29A) and 2-amino-2-methyl-1,3-propanediol (Aldrich) gave 2-(((10-(1H-imidazol-1-yl)-9-anthracenyl)methyl)amino)-2-methyl-1,3-propanediol hydrochloride.11/10 H2O mp 212°-215° (dec), (EtOH/Et2O), (C, H, Cl, N). As a reaction SMILES: [C:38].[CH3:29][C:30](=[O:31])[OH:32].[CH3:33][CH:34]([OH:35])[CH3:36].[CH3:5][O:6][c:7]1[c:8](-[c:13]2[cH:14][c:15]([N+:26]([O-:27])=[O:28])[c:16]([C:17](=[O:18])[O:19][C:20]([CH3:21])([CH3:22])[CH3:23])[cH:24][cH:25]2)[cH:9][cH:10][cH:11][cH:12]1.[CH:1]([O-:2])=[O:3].[Na+:4].[OH2:37].[Pd:39]>>[CH3:5][O:6][c:7]1[c:8](-[c:13]2[cH:14][c:15]([NH2:26])[c:16]([C:17](=[O:18])[O:19][C:20]([CH3:21])([CH3:22])[CH3:23])[cH:24][cH:25]2)[cH:9][cH:10][cH:11][cH:12]1. Yields the product COc1ccccc1-c1ccc(C(=O)OC(C)(C)C)c(N)c1. Reactants: C, CC(=O)O, CC(C)O, COc1ccccc1-c1ccc(C(=O)OC(C)(C)C)c([N+](=O)[O-])c1, O=C[O-], [Na+], O, [Pd]. Reactants: C(C)(C)(C)OC(=O)NCC1=NC=CC=C1 (2-[N-(tert-butoxycarbonyl)aminomethyl]pyridine). Reagents/catalysts: O=[Pt]=O (PtO2). Run in C(C)O (ethanol), C(C)(=O)O (acetic acid). Product: C(C)(C)(C)OC(=O)NCC1NCCCC1 (2-[N-(tert-butoxycarbonyl)aminomethyl]piperidine). The yield is 80.6%. As a reaction SMILES: [C:1]([O:5][C:6]([NH:8][CH2:9][C:10]1[CH:15]=[CH:14][CH:13]=[CH:12][N:11]=1)=[O:7])([CH3:4])([CH3:3])[CH3:2]>C(O)C.C(O)(=O)C.O=[Pt]=O>[C:1]([O:5][C:6]([NH:8][CH2:9][CH:10]1[CH2:15][CH2:14][CH2:13][CH2:12][NH:11]1)=[O:7])([CH3:4])([CH3:2])[CH3:3]. Reported procedure: A solution of 108 g (0.518 mol) of 2-[N-(tert-butoxycarbonyl)aminomethyl]pyridine in 500 mL of ethanol and 50 mL of glacial acetic acid was hydrogenated over 5 grams of PtO2 at 55 psi for 36 hours employing a Parr apparatus. The mixture was cautiously filtered through Celite® and solvent was removed at reduced pressure. The crude material was dissolved in ethyl acetate, washed with 2N aqueous NaOH, water, brine, and dried over MgSO4. Solvent was removed at reduced pressure and the resulting soli... Reactants: C[C@@H](C(=O)O)[C@@H](CCC)C ((2R,3R)-2,3-dimethyl-hexanoic acid), [Cl-].ClC=[N+](C)C (chloromethylene dimethyl-ammonium chloride). Run in ClCCl (dichloromethane). Conditions: time 1.5 hour. The product is C[C@@H](C(=O)Cl)[C@@H](CCC)C ((2R,3R)-2,3-dimethyl-hexanoyl chloride). Reaction SMILES: [CH3:1][C@H:2]([C@H:6]([CH3:10])[CH2:7][CH2:8][CH3:9])[C:3](O)=[O:4].[Cl-].[Cl:12]C=[N+](C)C>ClCCl>[CH3:1][C@H:2]([C@H:6]([CH3:10])[CH2:7][CH2:8][CH3:9])[C:3]([Cl:12])=[O:4] |f:1.2|. Procedure details: To a solution containing 2.0 g (13.9 mmol) of (2R,3R)-2,3-dimethyl-hexanoic acid in 20 mL of dichloromethane was added 2.1 g (16.6 mmol) of chloromethylene dimethyl-ammonium chloride. After stirring the resulting solution under nitrogen for 1.5 hours, the solvent was evaporated to give (2R,3R)-2,3-dimethyl-hexanoyl chloride. Butyl lithium (32.7 ml, 52.4 mmol) was added to a solution of diisopropylamine (4.9 g, 48.5 mmol) in dry THF (20 mL) under nitrogen at 0° C. and stirred for 20 minutes. The ... The reactants are CS(=O)(=O)O, CC(C)O, O, O, Cc1ccc(S(=O)(=O)O)cc1. The product is CS(=O)(=O)O, Cc1ccc(S(=O)(=O)[O-])cc1. Reaction SMILES: [CH3:1][S:2]([OH:3])(=[O:4])=[O:5].[CH:19]([OH:20])([CH3:21])[CH3:22].[OH2:18].[OH2:6].[c:7]1([CH3:17])[cH:8][cH:9][c:10]([S:13](=[O:14])(=[O:15])[OH:16])[cH:11][cH:12]1>>[CH3:1][S:2](=[O:3])(=[O:4])[OH:5].[c:7]1([CH3:17])[cH:8][cH:9][c:10]([S:13](=[O:14])(=[O:15])[O-:16])[cH:11][cH:12]1.